Dataset: the Open Reaction Database (ORD), a public repository of structured organic reaction records. Task: describe an organic reaction: reactants, conditions, products, and yield The reactants are CNS(C)(=O)=O, COC(=O)c1cc(Cl)nc(Cl)c1, [K+], [K+], [K+], O=C(C=Cc1ccccc1)C=Cc1ccccc1, O=C(C=Cc1ccccc1)C=Cc1ccccc1, O=C(C=Cc1ccccc1)C=Cc1ccccc1, C1COCCO1, O=P([O-])([O-])[O-], [Pd], [Pd]. Product: COC(=O)c1cc(Cl)nc(N(C)S(C)(=O)=O)c1. RXN SMILES: [CH3:13][NH:14][S:15](=[O:16])(=[O:17])[CH3:18].[Cl:1][c:2]1[cH:3][c:4]([C:5](=[O:6])[O:7][CH3:8])[cH:9][c:10]([Cl:12])[n:11]1.[K+:24].[K+:25].[K+:26].[O:29]=[C:30]([CH:31]=[CH:32][c:33]1[cH:34][cH:35][cH:36][cH:37][cH:38]1)[CH:39]=[CH:40][c:41]1[cH:42][cH:43][cH:44][cH:45][cH:46]1.[O:47]=[C:48]([CH:49]=[CH:50][c:51]1[cH:52][cH:53][cH:54][cH:55][cH:56]1)[CH:57]=[CH:58][c:59]1[cH:60][cH:61][cH:62][cH:63][cH:64]1.[O:65]=[C:66]([CH:67]=[CH:68][c:69]1[cH:70][cH:71][cH:72][cH:73][cH:74]1)[CH:75]=[CH:76][c:77]1[cH:78][cH:79][cH:80][cH:81][cH:82]1.[O:83]1[CH2:84][CH2:85][O:86][CH2:87][CH2:88]1.[P:19]([O-:20])([O-:21])([O-:22])=[O:23].[Pd:27].[Pd:28]>>[Cl:1][c:2]1[cH:3][c:4]([C:5](=[O:6])[O:7][CH3:8])[cH:9][c:10]([N:14]([CH3:13])[S:15](=[O:16])(=[O:17])[CH3:18])[n:11]1.